Dataset: the Open Reaction Database (ORD), a public repository of structured organic reaction records. Task: describe an organic reaction: reactants, conditions, products, and yield Reactants: BrCCBr, C1CCOC1, CC(C)[N-]C(C)C, O=C1CSC(NC2CC3CCC2C3)=N1, [Li+]. The product is O=C1N=C(NC2CC3CCC2C3)SC1CCBr. RXN SMILES: [Br:23][CH2:24][CH2:25][Br:26].[CH2:27]1[O:28][CH2:29][CH2:30][CH2:31]1.[CH3:16][CH:17]([N-:18][CH:19]([CH3:20])[CH3:21])[CH3:22].[CH:1]12[CH:2]([NH:8][C:9]3=[N:13][C:12](=[O:14])[CH2:11][S:10]3)[CH2:3][CH:4]([CH2:5][CH2:6]1)[CH2:7]2.[Li+:15]>>[CH:1]12[CH:2]([NH:8][C:9]3=[N:13][C:12](=[O:14])[CH:11]([CH2:25][CH2:24][Br:23])[S:10]3)[CH2:3][CH:4]([CH2:5][CH2:6]1)[CH2:7]2. Reactants: C(C)OC(=O)C=1C(=NN(C1)C1=NOC(C1)(C(F)(F)F)C1=CC(=CC(=C1)Cl)Cl)C (1-[5-(3,5-Dichloro-phenyl)-5-trifluoromethyl-4,5-dihydro-isoxazol-3-yl]-3-methyl-1H-pyrazole-4-carboxylic acid ethyl ester), [OH-].[Na+] (sodium hydroxide), CO (methanol). Run in C1CCOC1.O (THF water). Run at time 3 hour. Yields the product ClC=1C=C(C=C(C1)Cl)C1(CC(=NO1)N1N=C(C(=C1)C(=O)O)C)C(F)(F)F (1-[5-(3,5-Dichloro-phenyl)-5-trifluoromethyl-4,5-dihydro-isoxazol-3-yl]-3-methyl-1H-pyrazole-4-carboxylic acid). Reaction SMILES: C([O:3][C:4]([C:6]1[C:7]([CH3:28])=[N:8][N:9]([C:11]2[CH2:15][C:14]([C:20]3[CH:25]=[C:24]([Cl:26])[CH:23]=[C:22]([Cl:27])[CH:21]=3)([C:16]([F:19])([F:18])[F:17])[O:13][N:12]=2)[CH:10]=1)=[O:5])C.[OH-].[Na+].CO>C1COCC1.O>[Cl:26][C:24]1[CH:25]=[C:20]([C:14]2([C:16]([F:18])([F:17])[F:19])[O:13][N:12]=[C:11]([N:9]3[CH:10]=[C:6]([C:4]([OH:5])=[O:3])[C:7]([CH3:28])=[N:8]3)[CH2:15]2)[CH:21]=[C:22]([Cl:27])[CH:23]=1 |f:1.2,4.5|. Reported procedure: To a solution of ethyl ester of example 17.3 (493 mg) in 10 ml THF:water (4:1) was added sodium hydroxide (68 mg). The reaction mixture was stirred at room temperature for 3 hours before adding 2 ml of methanol. The reaction was stirred overnight before evaporation of the solvent in vacuo. The aqueous layer was extracted with ethyl acetate before being acidified. It was then extracted several times with ethyl acetate. The combined organic layers were dried over sodium sulfate and concentrated to... Reactants: CC=1OC(=CC1)C=C[N+](=O)[O-] (2-Methyl-5-(2-nitro-vinyl)-furan), [H-].[Al+3].[Li+].[H-].[H-].[H-] (lithium aluminium hydride). Product: CC1=CC=C(O1)CCN (2-(5-Methyl-furan-2-yl)-ethylamine). As a reaction SMILES: [CH3:1][C:2]1[O:3][C:4]([CH:7]=[CH:8][N+:9]([O-])=O)=[CH:5][CH:6]=1.[H-].[Al+3].[Li+].[H-].[H-].[H-]>>[CH3:1][C:2]1[O:3][C:4]([CH2:7][CH2:8][NH2:9])=[CH:5][CH:6]=1 |f:1.2.3.4.5.6|. Reported procedure: In close analogy to the procedure described above, 2-Methyl-5-(2-nitro-vinyl)-furan is reacted with lithium aluminium hydride to provide the title compound. Starting materials: C([O-])([O-])=O.[K+].[K+] (potassium carbonate), ICC (iodoethane), ClC1=CC(=C(C#N)C=C1)NC1CC(NC(C1)(C)C)(C)C (4-Chloro-2-[(2,2,6,6-tetramethylpiperidin-4-yl)amino]benzonitrile). The solvent is CN1C(CCC1)=O (N-methyl-2-pyrrolidinone). Conditions: temperature 90 celsius. Product: ClC1=CC(=C(C#N)C=C1)NC1CC(N(C(C1)(C)C)CC)(C)C (4-chloro-2-[(1-ethyl-2,2,6,6-tetramethylpiperidin-4-yl)amino]benzonitrile). Reaction SMILES: [Cl:1][C:2]1[CH:9]=[CH:8][C:5]([C:6]#[N:7])=[C:4]([NH:10][CH:11]2[CH2:16][C:15]([CH3:18])([CH3:17])[NH:14][C:13]([CH3:20])([CH3:19])[CH2:12]2)[CH:3]=1.C(=O)([O-])[O-].[K+].[K+].I[CH2:28][CH3:29]>CN1CCCC1=O>[Cl:1][C:2]1[CH:9]=[CH:8][C:5]([C:6]#[N:7])=[C:4]([NH:10][CH:11]2[CH2:16][C:15]([CH3:18])([CH3:17])[N:14]([CH2:28][CH3:29])[C:13]([CH3:20])([CH3:19])[CH2:12]2)[CH:3]=1 |f:1.2.3|. Procedure details: 4-Chloro-2-[(2,2,6,6-tetramethylpiperidin-4-yl)amino]benzonitrile was dissolved in N-methyl-2-pyrrolidinone, potassium carbonate and iodoethane were added, followed by stirring at 90° C. By post-treating the reaction liquid, 4-chloro-2-[(1-ethyl-2,2,6,6-tetramethylpiperidin-4-yl)amino]benzonitrile was obtained. The reactants are Cc1ccc(C(=O)N2CCNCC2C)cn1, CCN(C(C)C)C(C)C, O=S(=O)(Cl)c1ccc(OC(F)(F)F)cc1, CN(C)C=O. The product is Cc1ccc(C(=O)N2CCN(S(=O)(=O)c3ccc(OC(F)(F)F)cc3)CC2C)cn1. RXN SMILES: [CH3:1][CH:2]1[N:3]([C:8](=[O:9])[c:10]2[cH:11][n:12][c:13]([CH3:16])[cH:14][cH:15]2)[CH2:4][CH2:5][NH:6][CH2:7]1.[CH:32]([N:33]([CH2:34][CH3:35])[CH:36]([CH3:37])[CH3:38])([CH3:39])[CH3:40].[F:17][C:18]([O:19][c:20]1[cH:21][cH:22][c:23]([S:26](=[O:27])(=[O:28])[Cl:29])[cH:24][cH:25]1)([F:30])[F:31].[O:41]=[CH:42][N:43]([CH3:44])[CH3:45]>>[CH3:1][CH:2]1[N:3]([C:8](=[O:9])[c:10]2[cH:11][n:12][c:13]([CH3:16])[cH:14][cH:15]2)[CH2:4][CH2:5][N:6]([S:26]([c:23]2[cH:22][cH:21][c:20]([O:19][C:18]([F:17])([F:30])[F:31])[cH:25][cH:24]2)(=[O:27])=[O:28])[CH2:7]1. The reactants are C(CCCCCCC)ON1C(CC(CC1(C)C)N(CCCCCCN(C1=NC(=NC(=N1)Cl)NCCCCC1CC(N(C(C1)(C)C)OCCCCCCCC)(C)C)C1CC(N(C(C1)(C)C)OCCCCCCCC)(C)C)C1=NC(=NC(=N1)Cl)NCCCCC1CC(N(C(C1)(C)C)OCCCCCCCC)(C)C)(C)C (N,N'-bis(1-octyloxy-2,2,6,6-tetramethylpiperidin-4-yl)-N,N'-bis{2-chloro-4-[N-(1-octyloxy-2,2,6,6-tetramethylpiperidin-4-yl)butylamino]-1,3,5-triazin-6-yl}-1,6-hexanediamine), NCCCCCC(=O)[O-].[Na+] (sodium 6-aminohexanoate). Product: C(CCCCCCC)ON1C(CC(CC1(C)C)N(CCCCCCN(C1=NC(=NC(=N1)NCCCCCC(=O)O)NCCCCC1CC(N(C(C1)(C)C)OCCCCCCCC)(C)C)C1CC(N(C(C1)(C)C)OCCCCCCCC)(C)C)C1=NC(=NC(=N1)NCCCCCC(=O)O)NCCCCC1CC(N(C(C1)(C)C)OCCCCCCCC)(C)C)(C)C (N,N'-Bis(1-octyloxy-2,2,6,6-tetramethylpiperidin-4-yl)-N,N'-bis{2-[(5-carboxypentyl)amino]-4-[N-(1-octyloxy-2,2,6,6-tetramethylpiperidin-4-yl)butylamino]-1,3,5-triazin-6-yl}-1,6-hexanediamine). As a reaction SMILES: [CH2:1]([O:9][N:10]1[C:15]([CH3:17])([CH3:16])[CH2:14][CH:13]([N:18]([C:76]2[N:81]=[C:80](Cl)[N:79]=[C:78]([NH:83][CH2:84][CH2:85][CH2:86][CH2:87][CH:88]3[CH2:93][C:92]([CH3:95])([CH3:94])[N:91]([O:96][CH2:97][CH2:98][CH2:99][CH2:100][CH2:101][CH2:102][CH2:103][CH3:104])[C:90]([CH3:106])([CH3:105])[CH2:89]3)[N:77]=2)[CH2:19][CH2:20][CH2:21][CH2:22][CH2:23][CH2:24][N:25]([CH:57]2[CH2:62][C:61]([CH3:64])([CH3:63])[N:60]([O:65][CH2:66][CH2:67][CH2:68][CH2:69][CH2:70][CH2:71][CH2:72][CH3:73])[C:59]([CH3:75])([CH3:74])[CH2:58]2)[C:26]2[N:31]=[C:30](Cl)[N:29]=[C:28]([NH:33][CH2:34][CH2:35][CH2:36][CH2:37][CH:38]3[CH2:43][C:42]([CH3:45])([CH3:44])[N:41]([O:46][CH2:47][CH2:48][CH2:49][CH2:50][CH2:51][CH2:52][CH2:53][CH3:54])[C:40]([CH3:56])([CH3:55])[CH2:39]3)[N:27]=2)[CH2:12][C:11]1([CH3:108])[CH3:107])[CH2:2][CH2:3][CH2:4][CH2:5][CH2:6][CH2:7][CH3:8].[NH2:109][CH2:110][CH2:111][CH2:112][CH2:113][CH2:114][C:115]([O-:117])=[O:116].[Na+]>>[CH2:1]([O:9][N:10]1[C:15]([CH3:17])([CH3:16])[CH2:14][CH:13]([N:18]([C:76]2[N:81]=[C:80]([NH:109][CH2:110][CH2:111][CH2:112][CH2:113][CH2:114][C:115]([OH:117])=[O:116])[N:79]=[C:78]([NH:83][CH2:84][CH2:85][CH2:86][CH2:87][CH:88]3[CH2:93][C:92]([CH3:95])([CH3:94])[N:91]([O:96][CH2:97][CH2:98][CH2:99][CH2:100][CH2:101][CH2:102][CH2:103][CH3:104])[C:90]([CH3:106])([CH3:105])[CH2:89]3)[N:77]=2)[CH2:19][CH2:20][CH2:21][CH2:22][CH2:23][CH2:24][N:25]([CH:57]2[CH2:62][C:61]([CH3:64])([CH3:63])[N:60]([O:65][CH2:66][CH2:67][CH2:68][CH2:69][CH2:70][CH2:71][CH2:72][CH3:73])[C:59]([CH3:75])([CH3:74])[CH2:58]2)[C:26]2[N:31]=[C:30]([NH:109][CH2:110][CH2:111][CH2:112][CH2:113][CH2:114][C:115]([OH:117])=[O:116])[N:29]=[C:28]([NH:33][CH2:34][CH2:35][CH2:36][CH2:37][CH:38]3[CH2:43][C:42]([CH3:45])([CH3:44])[N:41]([O:46][CH2:47][CH2:48][CH2:49][CH2:50][CH2:51][CH2:52][CH2:53][CH3:54])[C:40]([CH3:56])([CH3:55])[CH2:39]3)[N:27]=2)[CH2:12][C:11]1([CH3:108])[CH3:107])[CH2:2][CH2:3][CH2:4][CH2:5][CH2:6][CH2:7][CH3:8] |f:1.2|. Procedure: The title compound is prepared from the reaction of N,N'-bis(1-octyloxy-2,2,6,6-tetramethylpiperidin-4-yl)-N,N'-bis{2-chloro-4-[N-(1-octyloxy-2,2,6,6-tetramethylpiperidin-4-yl)butylamino]-1,3,5-triazin-6-yl}-1,6-hexanediamine and sodium 6-aminohexanoate.